This data is from the Open Reaction Database (ORD), a public repository of structured organic reaction records. The task is: describe an organic reaction: reactants, conditions, products, and yield Starting materials: α-trifluoromethyl alcohol, Cl (HCl), BrCCCCCC=O (6-bromo-hexanal), C[Si](C(F)(F)F)(C)C (trimethyl(trifluoromethyl)silane). The reagents and catalysts are CCCC[N+](CCCC)(CCCC)CCCC.[F-] (TBAF). Solvent: C1CCOC1 (THF). Reaction conditions: time 20 minute. The product is BrCCCCCC(C(F)(F)F)O (7-bromo-1,1,1-trifluoro-heptan-2-ol). The yield is 94.9%. As a reaction SMILES: [Br:1][CH2:2][CH2:3][CH2:4][CH2:5][CH2:6][CH:7]=[O:8].C[Si](C)(C)[C:11]([F:14])([F:13])[F:12].Cl>CCCC[N+](CCCC)(CCCC)CCCC.[F-].C1COCC1>[Br:1][CH2:2][CH2:3][CH2:4][CH2:5][CH2:6][CH:7]([OH:8])[C:11]([F:14])([F:13])[F:12] |f:3.4|. Procedure details: Subsequent treatment of 6-bromo-hexanal with trimethyl(trifluoromethyl)silane in the presence of a catalytic amount of tertrabutyl ammonium fluoride (TBAF) resulted in the nucleophilic addition to the carbonyl and afforded the corresponding α-trifluoromethyl alcohol in a single step, a modification of Krishnamurti et al., J. Org. Chem. 1991, 56, 984. A 1.12 g sample of 6-bromo-hexanal (6.26 mmol) was combined with 8 mL freshly distilled THF and trimethyl(trifluoromethyl)silane (1.07 g, 7.51 mmol...